Dataset: the Open Reaction Database (ORD), a public repository of structured organic reaction records. Task: describe an organic reaction: reactants, conditions, products, and yield Starting materials: ClC1=NN(C(=C1)Cl)CC(=O)OCC (ethyl 3,5-dichloro-1H-pyrazole-1-acetate), ClC1=NN(C(=C1)Cl)CC(=O)OCC (ethyl 3,5-dichloro-1H-pyrazole-1-acetate), [OH-].[Na+] (sodium hydroxide). Solvent: O1CCCC1 (tetrahydrofuran), O (water), O (water). Conditions: time 1.5 hour. The product is ClC1=NN(C(=C1)Cl)CC(=O)O (3,5-dichloro-1H-pyrazol-1-acetic acid). Isolated yield 32.7%. Reaction SMILES: [Cl:1][C:2]1[CH:6]=[C:5]([Cl:7])[N:4]([CH2:8][C:9]([O:11]CC)=[O:10])[N:3]=1.[OH-].[Na+]>O1CCCC1.O>[Cl:1][C:2]1[CH:6]=[C:5]([Cl:7])[N:4]([CH2:8][C:9]([OH:11])=[O:10])[N:3]=1 |f:1.2|. Procedure details: A solution of ethyl 3,5-dichloro-1H-pyrazole-1-acetate (1.29 g, 5.8 mmol) (i.e. the product of Example 12, Step E) in tetrahydrofuran (10 mL) was treated with sodium hydroxide (5 mL, 15% aqueous solution) in water (3 mL), and the reaction mixture was stirred at ambient temperature for 1.5 h. The reaction mixture was then diluted with water (15 mL) and was concentrated under reduced pressure. The aqueous solution was acidified with concentrated hydrochloric acid to pH 1. The reaction mixture was ...